From a dataset of the Open Reaction Database (ORD), a public repository of structured organic reaction records. describe an organic reaction: reactants, conditions, products, and yield Reactants: O=C([O-])[O-], CCOC(=O)CC1OB(O)c2cc(O)cc(Cl)c21, Clc1cnccn1, Cl, [Cs+], [Cs+], CN(C)C=O. Reaction SMILES: [C:19](=[O:20])([O-:21])[O-:22].[Cl:1][c:2]1[cH:3][c:4]([OH:18])[cH:5][c:6]2[c:10]1[CH:9]([CH2:11][C:12](=[O:13])[O:14][CH2:15][CH3:16])[O:8][B:7]2[OH:17].[Cl:25][c:26]1[n:27][cH:28][cH:29][n:30][cH:31]1.[ClH:32].[Cs+:23].[Cs+:24].[O:33]=[CH:34][N:35]([CH3:36])[CH3:37]>>[Cl:1][c:2]1[cH:3][c:4]([O:18][c:26]2[n:27][cH:28][cH:29][n:30][cH:31]2)[cH:5][c:6]2[c:10]1[CH:9]([CH2:11][C:12](=[O:13])[O:14][CH2:15][CH3:16])[O:8][B:7]2[OH:17]. The product is CCOC(=O)CC1OB(O)c2cc(Oc3cnccn3)cc(Cl)c21. The reactants are ClC=1C=C(SC1Cl)C(C)=O (1-(4,5-Dichloro-thiophen-2-yl)-ethanone), [OH-].[Na+] (sodium hydroxide), ice, ClCl (Cl2). The solvent is O1CCOCC1 (dioxane), O (water), O (water). Conditions: temperature 50 celsius. The product is ClC=1C=C(SC1Cl)C(=O)O (4,5-Dichloro-thiophene-2-carboxylic acid). RXN SMILES: [OH-:1].[Na+].ClCl.[Cl:5][C:6]1[CH:7]=[C:8]([C:12](=[O:14])C)[S:9][C:10]=1[Cl:11]>O.O1CCOCC1>[Cl:5][C:6]1[CH:7]=[C:8]([C:12]([OH:14])=[O:1])[S:9][C:10]=1[Cl:11] |f:0.1|. Procedure details: Into a solution of sodium hydroxide (19.2 grams, 48.0 mmole) in water (30 ml) and ice (120 g) at −10° C. was bubbled Cl2 gas until 14.4 g was obtained. The solution was warmed to 50° C. and 1-(4,5-Dichloro-thiophen-2-yl)-ethanone (8.5 0 grams, 40.0 mmole) in dioxane (40 ml) was added dropwise as the temperature rose to 80-90° C. This temperature was maintained for 30 minutes. The mixture was poured into 500 ml water. This was extracted with diethyl ether, and the aqueous was treated with NaHSO3,... Starting materials: CC1(C)C(C=C2CCSC2=O)C1C(=O)O, [Cl-], Cl, OCc1cnc(Oc2ccccc2)s1, c1ccncc1, c1ccccc1. Product: CC1(C)C(C=C2CCSC2=O)C1C(=O)OCc1cnc(Oc2ccccc2)s1. As a reaction SMILES: [CH3:16][C:17]1([CH3:30])[CH:18]([C:27](=[O:28])[OH:29])[CH:19]1[CH:20]=[C:21]1[C:22](=[O:26])[S:23][CH2:24][CH2:25]1.[Cl-:15].[ClH:37].[O:1]([c:2]1[cH:3][cH:4][cH:5][cH:6][cH:7]1)[c:8]1[s:9][c:10]([CH2:13][OH:14])[cH:11][n:12]1.[cH:31]1[cH:32][cH:33][n:34][cH:35][cH:36]1.[cH:38]1[cH:39][cH:40][cH:41][cH:42][cH:43]1>>[O:1]([c:2]1[cH:3][cH:4][cH:5][cH:6][cH:7]1)[c:8]1[s:9][c:10]([CH2:13][O:14][C:27]([CH:18]2[C:17]([CH3:16])([CH3:30])[CH:19]2[CH:20]=[C:21]2[C:22](=[O:26])[S:23][CH2:24][CH2:25]2)=[O:28])[cH:11][n:12]1. Starting materials: C(=O)(O)CCCCCCCCC=1C(CCC1)=O (2-(8-carboxyoctyl)cyclopent-2-en-1-one), C(C)O (ethanol), C1(=CC=C(C=C1)S(=O)(=O)O)C (p-toluenesulfonic acid). Run in C1=CC=CC=C1 (benzene). The product is C(=O)(OCC)CCCCCCCCC=1C(CCC1)=O (2-(8-carbethoxyoctyl)cyclopent-2-en-1-one). RXN SMILES: [C:1]([CH2:4][CH2:5][CH2:6][CH2:7][CH2:8][CH2:9][CH2:10][CH2:11][C:12]1[C:13](=[O:17])[CH2:14][CH2:15][CH:16]=1)([OH:3])=[O:2].[CH2:18](O)[CH3:19].C1(C)C=CC(S(O)(=O)=O)=CC=1>C1C=CC=CC=1>[C:1]([CH2:4][CH2:5][CH2:6][CH2:7][CH2:8][CH2:9][CH2:10][CH2:11][C:12]1[C:13](=[O:17])[CH2:14][CH2:15][CH:16]=1)([O:3][CH2:18][CH3:19])=[O:2]. Procedure: The acid ketone from Example 22 is Fisher esterified with 100 ml. of absolute ethanol, 100 ml. of benzene, and 20 mg. of p-toluenesulfonic acid for 6 hours, cooled, and the solvent is evaporated. The resulting oil is dissolved in 3:1 benzene-ether and the solution is passed through a column of 100 g. of Florisil. The filtrate is evaporated and the residue is distilled to yield 2.97 g. of a colorless oil, b.p. 137°-139° C. (0.05 Torr). Reactants: CCOC(=O)c1cc(OCC(=O)O)n(-c2ccccc2)n1, O=C(OCc1ccccc1)C1CCCN1, ClCCCl, CCN(C(C)C)C(C)C, Cl, CN(C)C=O, On1nnc2ccccc21. Product: CCOC(=O)c1cc(OCC(=O)N2CCCC2C(=O)OCc2ccccc2)n(-c2ccccc2)n1. Reaction SMILES: [CH2:1]([CH3:2])[O:3][C:4](=[O:5])[c:6]1[n:7][n:8](-[c:16]2[cH:17][cH:18][cH:19][cH:20][cH:21]2)[c:9]([O:11][CH2:12][C:13](=[O:14])[OH:15])[cH:10]1.[CH2:42]([c:43]1[cH:44][cH:45][cH:46][cH:47][cH:48]1)[O:49][C:50]([CH:51]1[NH:52][CH2:53][CH2:54][CH2:55]1)=[O:56].[CH2:62]([Cl:63])[CH2:64][Cl:65].[CH:32]([N:33]([CH2:34][CH3:35])[CH:36]([CH3:37])[CH3:38])([CH3:39])[CH3:40].[ClH:41].[O:57]=[CH:58][N:59]([CH3:60])[CH3:61].[OH:22][n:23]1[c:24]2[c:25]([cH:26][cH:27][cH:28][cH:29]2)[n:30][n:31]1>>[CH2:1]([CH3:2])[O:3][C:4](=[O:5])[c:6]1[n:7][n:8](-[c:16]2[cH:17][cH:18][cH:19][cH:20][cH:21]2)[c:9]([O:11][CH2:12][C:13](=[O:15])[N:52]2[CH:51]([C:50]([O:49][CH2:42][c:43]3[cH:44][cH:45][cH:46][cH:47][cH:48]3)=[O:56])[CH2:55][CH2:54][CH2:53]2)[cH:10]1. The reactants are C(=O)(C(F)(F)F)O (TFA), CCO (EtOH), C(C)(C)(C)OC(C=CC1=CC(=C(C=C1)NC(=O)C=1N(C=C(N1)C#N)COCC[Si](C)(C)C)C1=CCCCC1)=O (3-(4-{[4-cyano-1-(2-trimethylsilanyl-ethoxymethyl)-1H-imidazole-2-carbonyl]-amino}-3-cyclohex-1-enyl-phenyl)-acrylic acid tert-butyl ester). The solvent is C(Cl)Cl (DCM). Run at time 2 hour. Yields the product C(#N)C=1N=C(NC1)C(=O)NC1=C(C=C(C=C1)C=CC(=O)O)C1=CCCCC1 (3-{4-[(4-Cyano-1H-imidazole-2-carbonyl)-amino]-3-cyclohex-1-enyl-phenyl}-acrylic acid). Yield: 95.3%. Reaction SMILES: C([O:5][C:6](=[O:39])[CH:7]=[CH:8][C:9]1[CH:14]=[CH:13][C:12]([NH:15][C:16]([C:18]2[N:19](COCC[Si](C)(C)C)[CH:20]=[C:21]([C:23]#[N:24])[N:22]=2)=[O:17])=[C:11]([C:33]2[CH2:38][CH2:37][CH2:36][CH2:35][CH:34]=2)[CH:10]=1)(C)(C)C.C(O)(C(F)(F)F)=O.CCO>C(Cl)Cl>[C:23]([C:21]1[N:22]=[C:18]([C:16]([NH:15][C:12]2[CH:13]=[CH:14][C:9]([CH:8]=[CH:7][C:6]([OH:39])=[O:5])=[CH:10][C:11]=2[C:33]2[CH2:38][CH2:37][CH2:36][CH2:35][CH:34]=2)=[O:17])[NH:19][CH:20]=1)#[N:24]. Reported procedure: To a solution of 3-(4-{[4-cyano-1-(2-trimethylsilanyl-ethoxymethyl)-1H-imidazole-2-carbonyl]-amino}-3-cyclohex-1-enyl-phenyl)-acrylic acid tert-butyl ester (30 mg, 0.055 mmol)(as prepared in the previous step) in 1.0 mL of DCM was added 0.30 mL of TFA, 0.026 mL of EtOH and stirred at RT for 2 h. The mixture was concentrated and the residue triturated with MeOH to give 19 mg (95%) of the title compound as a white solid. 1H-NMR (400 MHz, DMSO-d6): δ 14.39 (br s, 1H), 9.83 (s, 1H), 8.38 (d, J=2.5 H... Starting materials: O=C([O-])[O-], CN(C)C=O, [Cs+], [Cs+], Nc1ncnc2c1c(-c1ccc3c(c1)CCN3C(=O)Cc1cc(F)ccc1F)cn2C1CCNCC1, CI. Yields the product CN1CCC(n2cc(-c3ccc4c(c3)CCN4C(=O)Cc3cc(F)ccc3F)c3c(N)ncnc32)CC1. As a reaction SMILES: [C:37](=[O:38])([O-:39])[O-:40].[CH3:45][N:46]([CH3:47])[CH:48]=[O:49].[Cs+:41].[Cs+:42].[F:1][c:2]1[c:3]([CH2:9][C:10](=[O:11])[N:12]2[CH2:13][CH2:14][c:15]3[cH:16][c:17](-[c:21]4[cH:22][n:23]([CH:31]5[CH2:32][CH2:33][NH:34][CH2:35][CH2:36]5)[c:24]5[n:25][cH:26][n:27][c:28]([NH2:30])[c:29]45)[cH:18][cH:19][c:20]32)[cH:4][c:5]([F:8])[cH:6][cH:7]1.[I:43][CH3:44]>>[F:1][c:2]1[c:3]([CH2:9][C:10](=[O:11])[N:12]2[CH2:13][CH2:14][c:15]3[cH:16][c:17](-[c:21]4[cH:22][n:23]([CH:31]5[CH2:32][CH2:33][N:34]([CH3:37])[CH2:35][CH2:36]5)[c:24]5[n:25][cH:26][n:27][c:28]([NH2:30])[c:29]45)[cH:18][cH:19][c:20]32)[cH:4][c:5]([F:8])[cH:6][cH:7]1.